This data is from the Open Reaction Database (ORD), a public repository of structured organic reaction records. The task is: describe an organic reaction: reactants, conditions, products, and yield Reactants: C1(=CC=CC=C1)C (toluene), BrC1=CC=C(C=C1)C1(CC1)C(=O)OC(C)(C)C (tert-butyl 1-(4-bromophenyl)cyclopropanecarboxylate), N1(CCNCC1)C(=O)OC(C)(C)C (tert-butyl piperazine-1-carboxylate), CCC(C)(C)[O-].[Na+] (sodium tert-pentoxide), ClCCl (dichloromethane), ice water. The reagents and catalysts are Cl[Pd]Cl.C1(=CC=CC=C1)P([C-]1C=CC=C1)C1=CC=CC=C1.[C-]1(C=CC=C1)P(C1=CC=CC=C1)C1=CC=CC=C1.[Fe+2] ([1,1′-bis(diphenylphosphino)ferrocene] dichloropalladium(II)), C1(=CC=CC=C1)P([C-]1C=CC=C1)C1=CC=CC=C1.[C-]1(C=CC=C1)P(C1=CC=CC=C1)C1=CC=CC=C1.[Fe+2] (1,1′bis(diphenylphosphino)ferrocene). Conditions: temperature 100 celsius. Product: C(C)(C)(C)OC(=O)C1(CC1)C1=CC=C(C=C1)N1CCN(CC1)C(=O)OC(C)(C)C (tert-butyl 4-{4-[1-(tert-butoxycarbonyl)cyclopropyl]phenyl}piperazine-1-carboxylate). Reaction SMILES: Br[C:2]1[CH:7]=[CH:6][C:5]([C:8]2([C:11]([O:13][C:14]([CH3:17])([CH3:16])[CH3:15])=[O:12])[CH2:10][CH2:9]2)=[CH:4][CH:3]=1.[N:18]1([C:24]([O:26][C:27]([CH3:30])([CH3:29])[CH3:28])=[O:25])[CH2:23][CH2:22][NH:21][CH2:20][CH2:19]1.CCC([O-])(C)C.[Na+].ClCCl.C1(C)C=CC=CC=1>Cl[Pd]Cl.C1(P(C2C=CC=CC=2)[C-]2C=CC=C2)C=CC=CC=1.[C-]1(P(C2C=CC=CC=2)C2C=CC=CC=2)C=CC=C1.[Fe+2].C1(P(C2C=CC=CC=2)[C-]2C=CC=C2)C=CC=CC=1.[C-]1(P(C2C=CC=CC=2)C2C=CC=CC=2)C=CC=C1.[Fe+2]>[C:14]([O:13][C:11]([C:8]1([C:5]2[CH:6]=[CH:7][C:2]([N:21]3[CH2:20][CH2:19][N:18]([C:24]([O:26][C:27]([CH3:30])([CH3:29])[CH3:28])=[O:25])[CH2:23][CH2:22]3)=[CH:3][CH:4]=2)[CH2:10][CH2:9]1)=[O:12])([CH3:17])([CH3:16])[CH3:15] |f:2.3,6.7.8.9,10.11.12|. Procedure: A mixture of tert-butyl 1-(4-bromophenyl)cyclopropanecarboxylate (297.2 mg, 0.001000 mol), tert-butyl piperazine-1-carboxylate (186.2 mg, 0.001000 mol), sodium tert-pentoxide (110.1 mg, 0.001000 mol), [1,1′-bis(diphenylphosphino)ferrocene] dichloropalladium(II), complex with dichloromethane (1:1) (24.5 mg, 0.0000300 mol) and 1,1′bis(diphenylphosphino)ferrocene (16.6 mg, 0.0000300 mol) was deaerated and then charged with nitrogen. To the mixture was added toluene (3.0 mL, 0.028 mol), and the resu... The reactants are N1CCCCC1 (Piperidine), resultant mixture, ClC=1C=C2C=CC(=CC2=CC1)S(=O)(=O)N([C@@H]1C(N(CC1)[C@H](C(=O)O)C)=O)C ((2S)-2{(3S)-3-[[(6-chloro-2-naphthyl)sulfonyl](methyl)amino]-2-oxopyrrolidin-1-yl}propanoic acid), Cl.CN(CCCN=C=NCC)C (1-[3-(dimethylamino)propyl]-3-ethylcarbodiimide hydrochloride), C=1C=CC2=C(C1)N=NN2O (HOBT). The solvent is C(Cl)Cl (DCM), C(C)N(CC)CC (triethylamine). Conditions: time 30 minute. Yields the product ClC=1C=C2C=CC(=CC2=CC1)S(=O)(=O)N([C@@H]1C(N(CC1)[C@H](C(N1CCCCC1)=O)C)=O)C (6-Chloro-N-methyl-N-{(3S)-1-[(1S)-1-methyl-2-oxo-2-piperidin-1-ylethyl]-2-oxopyrrolidin-3-yl}naphthalene-2-sulfonamide). Yield: 8.6%. RXN SMILES: [Cl:1][C:2]1[CH:3]=[C:4]2[C:9](=[CH:10][CH:11]=1)[CH:8]=[C:7]([S:12]([N:15]([CH3:27])[C@H:16]1[CH2:20][CH2:19][N:18]([C@@H:21]([CH3:25])[C:22](O)=[O:23])[C:17]1=[O:26])(=[O:14])=[O:13])[CH:6]=[CH:5]2.Cl.CN(C)CCCN=C=NCC.[CH:40]1[CH:41]=[CH:42]C2N(O)N=[N:46][C:44]=2[CH:45]=1.N1CCCCC1>C(Cl)Cl.C(N(CC)CC)C>[Cl:1][C:2]1[CH:3]=[C:4]2[C:9](=[CH:10][CH:11]=1)[CH:8]=[C:7]([S:12]([N:15]([CH3:27])[C@H:16]1[CH2:20][CH2:19][N:18]([C@@H:21]([CH3:25])[C:22](=[O:23])[N:46]3[CH2:42][CH2:41][CH2:40][CH2:45][CH2:44]3)[C:17]1=[O:26])(=[O:13])=[O:14])[CH:6]=[CH:5]2 |f:1.2|. Procedure details: To a solution of (2S)-2{(3S)-3-[[(6-chloro-2-naphthyl)sulfonyl](methyl)amino]-2-oxopyrrolidin-1-yl}propanoic acid (0.020 g) in DCM (2 ml) were added 1-[3-(dimethylamino)propyl]-3-ethylcarbodiimide hydrochloride (0.011 g), HOBT (0.007 g) and triethylamine (0.020 ml) and the mixture was stirred at room temperature for 30 min. Piperidine (0.006 ml) was added and the resultant mixture stirred at room temperature for 16 h. The mixture was partitioned between DCM and water. The aqueous layer was re-ex... Starting materials: CCOC(=O)c1ccc(-c2cc(NC(=O)OC(C)(C)C)ccc2C)cc1, CCO, Cl. Product: CCOC(=O)c1ccc(-c2cc(N)ccc2C)cc1. As a reaction SMILES: [CH2:1]([CH3:2])[O:3][C:4](=[O:5])[c:6]1[cH:7][cH:8][c:9](-[c:12]2[c:13]([CH3:26])[cH:14][cH:15][c:16]([NH:18][C:19]([O:20][C:21]([CH3:22])([CH3:23])[CH3:24])=[O:25])[cH:17]2)[cH:10][cH:11]1.[CH3:28][CH2:29][OH:30].[ClH:27]>>[CH2:1]([CH3:2])[O:3][C:4](=[O:5])[c:6]1[cH:7][cH:8][c:9](-[c:12]2[c:13]([CH3:26])[cH:14][cH:15][c:16]([NH2:18])[cH:17]2)[cH:10][cH:11]1. The reactants are ClC1=CC(=NC2=C(C=CC=C12)C)C (4-chloro-2-methyl-8-methylquinoline), FC=1C=C(CN)C=CC1F (3,4-difluorobenzylamine). Product: FC=1C=C(CNC2=CC(=NC3=C(C=CC=C23)C)C)C=CC1F ((3,4-Difluoro-benzyl)-(2,8-dimethyl-quinolin-4-yl)-amine). As a reaction SMILES: Cl[C:2]1[C:11]2[C:6](=[C:7]([CH3:12])[CH:8]=[CH:9][CH:10]=2)[N:5]=[C:4]([CH3:13])[CH:3]=1.[F:14][C:15]1[CH:16]=[C:17]([CH:20]=[CH:21][C:22]=1[F:23])[CH2:18][NH2:19]>>[F:14][C:15]1[CH:16]=[C:17]([CH:20]=[CH:21][C:22]=1[F:23])[CH2:18][NH:19][C:2]1[C:11]2[C:6](=[C:7]([CH3:12])[CH:8]=[CH:9][CH:10]=2)[N:5]=[C:4]([CH3:13])[CH:3]=1. Procedure: Preparation was made using a similar procedure as described in example 1, method 1.3. Starting materials were 4-chloro-2-methyl-8-methylquinoline and 3,4-difluorobenzylamine. The yield is 40.0%. Reaction SMILES: [C:1]1([CH:7]([C:13]2[CH:18]=[CH:17][CH:16]=[CH:15][CH:14]=2)[N:8]2[CH2:11][CH:10]([OH:12])[CH2:9]2)[CH:6]=[CH:5][CH:4]=[CH:3][CH:2]=1.F[C:20]1[CH:25]=[CH:24][C:23]([N+:26]([O-:28])=[O:27])=[CH:22][CH:21]=1.O>C1COCC1>[C:13]1([CH:7]([C:1]2[CH:2]=[CH:3][CH:4]=[CH:5][CH:6]=2)[N:8]2[CH2:11][CH:10]([O:12][C:20]3[CH:25]=[CH:24][C:23]([N+:26]([O-:28])=[O:27])=[CH:22][CH:21]=3)[CH2:9]2)[CH:14]=[CH:15][CH:16]=[CH:17][CH:18]=1. Solvent: C1CCOC1 (THF), C1CCOC1 (THF). Product: C1(=CC=CC=C1)C(N1CC(C1)OC1=CC=C(C=C1)[N+](=O)[O-])C1=CC=CC=C1 (1-(diphenylmethyl)-3-(4-nitrophenoxy)azetidine). Starting materials: FC1=CC=C(C=C1)[N+](=O)[O-] (4-fluoronitrobenzene), O (water), C1(=CC=CC=C1)C(N1CC(C1)O)C1=CC=CC=C1 (1-(diphenylmethyl)-3-hydroxyazetidine), Na. Reaction conditions: temperature 23 celsius, time 1 hour. Procedure details: 0.5 g (2 mmol) of 1-(diphenylmethyl)-3-hydroxyazetidine is added under an argon atmosphere to a suspension of 0.06 g (2.3 mmol) of Na in 20 ml of dry THF. After agitation for one hour at 23° C., a solution of 0.29 g (2.1 mmol) of 4-fluoronitrobenzene in 5 ml of dry THF is added dropwise to the reaction mixture. Agitation is maintained for another 2 hours at 23° C. and the whole is finally poured into 25 ml of water. The product is extracted twice with 25 ml of ethyl acetate, the organic phase is... Reactants: BrC(C(=O)O)C1=CC=C(C=C1)F (α-bromo-4-fluorophenylacetic acid), CO (methanol). Product: BrC(C(=O)OC)C1=CC=C(C=C1)F (methyl α-bromo-4-fluorophenylacetate). Isolated yield 87.0%. RXN SMILES: [Br:1][CH:2]([C:6]1[CH:11]=[CH:10][C:9]([F:12])=[CH:8][CH:7]=1)[C:3]([OH:5])=[O:4].[CH3:13]O>>[Br:1][CH:2]([C:6]1[CH:11]=[CH:10][C:9]([F:12])=[CH:8][CH:7]=1)[C:3]([O:5][CH3:13])=[O:4]. Procedure details: The α-bromo-4-fluorophenylacetic acid from Part 1 was dissolved in methanol (100 ml) and was added Dowex-50X-400® (2.7 g) to the solution. The mixture was refluxed for 6 hours and the resin was removed by filtering through Celite® after cooling. The filtrate was evaporated to give an oily residue, which was purified by column chromatography on silica gel with elution by 1:9 ethyl acetate-hexane to afford methyl α-bromo-4-fluorophenylacetate (87% yield). Starting materials: CC#N, COC=C1CCCC2(C=CCCC2(C)C)C1, Cl. The product is CC1(C)CCC=CC12CCCC(C=O)C2. RXN SMILES: [CH3:18][C:19]#[N:20].[CH3:1][O:2][CH:3]=[C:4]1[CH2:5][C:6]2([C:7]([CH3:12])([CH3:13])[CH2:8][CH2:9][CH:10]=[CH:11]2)[CH2:14][CH2:15][CH2:16]1.[ClH:17]>>[O:2]=[CH:3][CH:4]1[CH2:5][C:6]2([C:7]([CH3:12])([CH3:13])[CH2:8][CH2:9][CH:10]=[CH:11]2)[CH2:14][CH2:15][CH2:16]1. The reactants are NC=1C(=C(C#N)C(=CC1)F)NC1=CC=CC=C1 (3-amino-6-fluoro-2-phenylaminobenzonitrile), C(C)(C)(C)OC(=O)N[C@H](C(=O)O)C ((S)-2-tertbutoxycarbonylaminopropionic acid), C1=CC2=C(N=C1)N(N=N2)O (HOAt), CN1CCOCC1 (4-methylmorpholine), Cl.CN(CCCN=C=NCC)C (N-(3-dimethylaminopropyl)-N′-ethylcarbodiimide hydrochloride). Procedure details: A mixture of 3-amino-6-fluoro-2-phenylaminobenzonitrile (960 mg, 4.22 mmol), (S)-2-tertbutoxycarbonylaminopropionic acid (879 mg, 4.6 mmol), HOAt (633 mg, 4.6 mmol), 4-methylmorpholine (1.02 mL, 9.29 mmol) and N-(3-dimethylaminopropyl)-N′-ethylcarbodiimide hydrochloride (892 mg, 4.6 mmol) in DCM (5 mL) was stirred at RT for 1 h. The reaction mixture was diluted with water and extracted with DCM (×3). The combined organic fractions were washed with brine, then dried (MgSO4) and concentrated in va... RXN SMILES: [NH2:1][C:2]1[C:3]([NH:11][C:12]2[CH:17]=[CH:16][CH:15]=[CH:14][CH:13]=2)=[C:4]([C:7]([F:10])=[CH:8][CH:9]=1)[C:5]#[N:6].C(OC([NH:25][C@@H:26]([CH3:30])[C:27](O)=O)=O)(C)(C)C.C1C=NC2N(O)N=NC=2C=1.CN1CCOCC1.[ClH:48].CN(C)CCCN=C=NCC>C(Cl)Cl.O>[ClH:48].[NH2:25][C@H:26]([C:30]1[N:11]([C:12]2[CH:13]=[CH:14][CH:15]=[CH:16][CH:17]=2)[C:3]2[C:4]([C:5]#[N:6])=[C:7]([F:10])[CH:8]=[CH:9][C:2]=2[N:1]=1)[CH3:27] |f:4.5,8.9|. Conditions: time 1 hour. The solvent is C(Cl)Cl (DCM), O (water). Yields the product Cl.N[C@@H](C)C=1N(C2=C(N1)C=CC(=C2C#N)F)C2=CC=CC=C2 (2-((S)-1-aminoethyl)-5-fluoro-3-phenyl-3H-benzoimidazole-4-carbonitrile hydrochloride). Starting materials: O=C([O-])O, CCOC(C)=O, CC(C)(C)OC(=O)C(=[N+]=[N-])c1ccc(Oc2ccc(C(=O)NCCc3ccc(Cl)cc3)cc2)c(C#N)c1, F, c1ccncc1. Yields the product CC(C)(C)OC(=O)C(F)c1ccc(Oc2ccc(C(=O)NCCc3ccc(Cl)cc3)cc2)c(C#N)c1. As a reaction SMILES: [C:45](=[O:46])([OH:47])[O-:48].[CH3:49][CH2:50][O:51][C:52](=[O:53])[CH3:54].[Cl:1][c:2]1[cH:3][cH:4][c:5]([CH2:6][CH2:7][NH:8][C:9](=[O:10])[c:11]2[cH:12][cH:13][c:14]([O:15][c:16]3[c:17]([C:32]#[N:33])[cH:18][c:19]([C:22]([C:23](=[O:24])[O:25][C:26]([CH3:27])([CH3:28])[CH3:29])=[N+:30]=[N-:31])[cH:20][cH:21]3)[cH:34][cH:35]2)[cH:36][cH:37]1.[FH:38].[cH:39]1[cH:40][cH:41][n:42][cH:43][cH:44]1>>[Cl:1][c:2]1[cH:3][cH:4][c:5]([CH2:6][CH2:7][NH:8][C:9](=[O:10])[c:11]2[cH:12][cH:13][c:14]([O:15][c:16]3[c:17]([C:32]#[N:33])[cH:18][c:19]([CH:22]([C:23](=[O:24])[O:25][C:26]([CH3:27])([CH3:28])[CH3:29])[F:38])[cH:20][cH:21]3)[cH:34][cH:35]2)[cH:36][cH:37]1. Starting materials: C(C)(C)Br (isopropyl bromide), COC1=C(C(=O)C2=CC=CC=C2)C=C(C=C1)CCCCCCCCC (2-methoxy-5-nonyl benzophenone), OC1=C(C(=O)C2=CC=CC=C2)C=C(C=C1)CCCCCCCCC (2-hydroxy-5-nonyl benzophenone), [OH-].[Na+] (NaOH). The reagents and catalysts are [Br-].C(CCC)[N+](CCCC)(CCCC)CCCC (tetra-n-butyl-ammonium bromide). Solvent: C(Cl)Cl (CH2Cl2), O (water). Run at temperature 40 celsius, time 3 day. The product is C(C)(C)OC1=C(C(=O)C2=CC=CC=C2)C=C(C=C1)CCCCCCCCC (2-Isopropoxy-5-nonyl benzophenone), yellow oil. Isolated yield 57.0%. As a reaction SMILES: [OH:1][C:2]1[CH:15]=[CH:14][C:13]([CH2:16][CH2:17][CH2:18][CH2:19][CH2:20][CH2:21][CH2:22][CH2:23][CH3:24])=[CH:12][C:3]=1[C:4]([C:6]1[CH:11]=[CH:10][CH:9]=[CH:8][CH:7]=1)=[O:5].[OH-].[Na+].[CH:27](Br)([CH3:29])[CH3:28].COC1C=CC(CCCCCCCCC)=CC=1C(C1C=CC=CC=1)=O>C(Cl)Cl.O.[Br-].C([N+](CCCC)(CCCC)CCCC)CCC>[CH:27]([O:1][C:2]1[CH:15]=[CH:14][C:13]([CH2:16][CH2:17][CH2:18][CH2:19][CH2:20][CH2:21][CH2:22][CH2:23][CH3:24])=[CH:12][C:3]=1[C:4]([C:6]1[CH:11]=[CH:10][CH:9]=[CH:8][CH:7]=1)=[O:5])([CH3:29])[CH3:28] |f:1.2,7.8|. Procedure: 2-Isopropoxy-5-nonyl benzophenone was prepared as follows. To 25 g of 2-hydroxy-5-nonyl benzophenone in 100 mL CH2Cl2 was added 20 g NaOH in 100 mL water, followed by the addition of 48 g isopropyl bromide and 2.5 g tetra-n-butyl-ammonium bromide. The entire mixture was stirred vigorously at 40° C. for 3 days. The reaction mixture was worked up as described for the preparation of 2-methoxy-5-nonyl benzophenone (Example II) to give 16 g of yellow oil (57% yield), identified as the desired product...